Dataset: the Open Reaction Database (ORD), a public repository of structured organic reaction records. Task: describe an organic reaction: reactants, conditions, products, and yield Reactants: C(CCC)[Li] (Butyl lithium), C(C)(C)(C)OC(=O)N1C2=C(OC(C1)C)C=C(C=N2)Br (7-bromo-2-methyl-2,3-dihydro-pyrido[3,2-b][1,4]oxazine-4-carboxylic acid tert-butyl ester), C(C)(C)OB(OC(C)C)OC(C)C (triisopropylborate). Run in C1CCOC1 (THF). Run at temperature -78 celsius, time 2 hour. The product is C(C)(C)(C)OC(=O)N1C2=C(OC(C1)C)C=C(C=N2)B(O)O (4-(tert-butoxycarbonyl)-2-methyl-3,4-dihydro-2H-pyrido[3,2-b][1,4]oxazin-7-ylboronic acid). Yield: 51.6%. Reaction SMILES: C([Li])CCC.[C:6]([O:10][C:11]([N:13]1[CH2:18][CH:17]([CH3:19])[O:16][C:15]2[CH:20]=[C:21](Br)[CH:22]=[N:23][C:14]1=2)=[O:12])([CH3:9])([CH3:8])[CH3:7].C([O:28][B:29](OC(C)C)[O:30]C(C)C)(C)C>C1COCC1>[C:6]([O:10][C:11]([N:13]1[CH2:18][CH:17]([CH3:19])[O:16][C:15]2[CH:20]=[C:21]([B:29]([OH:30])[OH:28])[CH:22]=[N:23][C:14]1=2)=[O:12])([CH3:9])([CH3:8])[CH3:7]. Procedure details: Butyl lithium (2.5 M in THF, 6.08 mL, 2.5 equiv.) was added dropwise into a stirring solution of 7-bromo-2-methyl-2,3-dihydro-pyrido[3,2-b][1,4]oxazine-4-carboxylic acid tert-butyl ester (2.0 g, 6.08 mmol, 1.0 equiv.) and triisopropylborate (2.86 g, 15.19 mmol, 2.5 equiv.) in anhydrous THF (20 mL) at −78° C. under nitrogen. The reaction was stirred at −78° C. and monitored with LCMS. After 2 hr, LCMS indicated the reaction complete. The reaction was quenched with water (20 mL) and concentrated u... Reactants: Cl (hydrochloric acid), C(C=C)OC(=O)CN1C([C@@H]([C@H]1SC(C1=CC=CC=C1)(C1=CC=CC=C1)C1=CC=CC=C1)C(C)O)=O ((3S,4R)-1-(allyloxycarbonylmethyl)-3-(1-hydroxyethyl)-4-(triphenylmethylthio)azetidin-2-one). The reagents and catalysts are [Zn] (zinc). Run in O1CCCC1 (tetrahydrofuran). Product: OC(C)[C@H]1C(N([C@@H]1S)CC(=O)OCC=C)=O ((3S,4R)-3-(1-hydroxyethyl)-1-allyloxycarbonylmethyl-4-sulfhydryl-azetidin-2-one). As a reaction SMILES: [CH2:1]([O:4][C:5]([CH2:7][N:8]1[C@H:11]([S:12]C(C2C=CC=CC=2)(C2C=CC=CC=2)C2C=CC=CC=2)[C@@H:10]([CH:32]([OH:34])[CH3:33])[C:9]1=[O:35])=[O:6])[CH:2]=[CH2:3].Cl>[Zn].O1CCCC1>[OH:34][CH:32]([C@@H:10]1[C@@H:11]([SH:12])[N:8]([CH2:7][C:5]([O:4][CH2:1][CH:2]=[CH2:3])=[O:6])[C:9]1=[O:35])[CH3:33]. Reported procedure: Add 500 mg of (3S,4R)-1-(allyloxycarbonylmethyl)-3-(1-hydroxyethyl)-4-(triphenylmethylthio)azetidin-2-one and 20 ml tetrahydrofuran to a 50 ml flask. Add zinc dust and 10% hydrochloric acid in small portions over 1 hour until all of the starting material is reacted. Recover the product by filtering off the excess zinc and removing the solvent to crystallize the title product. Reactants: C(#N)C1=NC(=C(N=C1C#N)Cl)C1=CC=CC=C1 (2,3-Dicyano-5-chloro-6-phenylpyrazine), aqueous solution, C(C)N (ethylamine). The product is C(#N)C1=NC(=C(N=C1C#N)NCC)C1=CC=CC=C1 (2,3-dicyano-5-ethylamino-6-phenylpyrazine). The yield is 88.0%. As a reaction SMILES: [C:1]([C:3]1[C:8]([C:9]#[N:10])=[N:7][C:6](Cl)=[C:5]([C:12]2[CH:17]=[CH:16][CH:15]=[CH:14][CH:13]=2)[N:4]=1)#[N:2].[CH2:18]([NH2:20])[CH3:19]>>[C:1]([C:3]1[C:8]([C:9]#[N:10])=[N:7][C:6]([NH:20][CH2:18][CH3:19])=[C:5]([C:12]2[CH:17]=[CH:16][CH:15]=[CH:14][CH:13]=2)[N:4]=1)#[N:2]. Procedure details: 2,3-Dicyano-5-chloro-6-phenylpyrazine (12.03 g; 0.05 mole) and 7.07 g (0.11 mole) of a 70% aqueous solution of ethylamine were worked up in the same way as in Example 13, and recrystallized from toluene to afford 10.98 g (yield 88%) of 2,3-dicyano-5-ethylamino-6-phenylpyrazine. Reactants: N1[C@H](C(=O)OC)CCC1.Cl (H-Pro-OMe.HCl), N([C@H](CC1=CC=CC=C1)C(=O)O)C(=O)OC(C)(C)C (Boc-D-Phe-OH), ON1N=NC2=C1C=CC=C2 (1-hydroxy benzotriazole), C1(CCCCC1)N=C=NC1CCCCC1 (dicyclohexyl carbodimide), C(C)N1CCOCC1 (N-ethylmorpholine). Run in CN(C=O)C (N,N-dimethyl formamide). Run at temperature 0 celsius, time 1 hour. Product: N([C@H](CC1=CC=CC=C1)C(=O)N1[C@H](C(=O)OC)CCC1)C(=O)OC(C)(C)C (Boc-D-Phe-Pro-OMe). As a reaction SMILES: [NH:1]([C:13]([O:15][C:16]([CH3:19])([CH3:18])[CH3:17])=[O:14])[C@@H:2]([C:10]([OH:12])=O)[CH2:3][C:4]1[CH:9]=[CH:8][CH:7]=[CH:6][CH:5]=1.ON1C2C=CC=CC=2N=N1.C1(N=C=NC2CCCCC2)CCCCC1.[NH:45]1[CH2:53][CH2:52][CH2:51][C@H:46]1[C:47]([O:49][CH3:50])=[O:48].Cl.C(N1CCOCC1)C>CN(C)C=O>[NH:1]([C:13]([O:15][C:16]([CH3:19])([CH3:18])[CH3:17])=[O:14])[C@@H:2]([C:10]([N:45]1[CH2:53][CH2:52][CH2:51][C@H:46]1[C:47]([O:49][CH3:50])=[O:48])=[O:12])[CH2:3][C:4]1[CH:5]=[CH:6][CH:7]=[CH:8][CH:9]=1 |f:3.4|. Procedure details: To a cold (0° C.) solution of Boc-D-Phe-OH (5 g) in N,N-dimethyl formamide (200 ml) were successively added 1-hydroxy benzotriazole (4.29 g), dicyclohexyl carbodimide (4.29 g), H-Pro-OMe.HCl (3.1 g) and N-ethylmorpholine (3 ml). The mixture was stirred at 0° C. for 1 hour and then kept at room temperature for 2 days. The mixture was cooled to −20° C. and dicyclohexylurea was removed by filtration. The filtrate was evaporated to dryness. The residue was dissolved in ethyl acetate and washed succe... The reactants are COC(=O)C=1C=NC(=C(C1)Br)OCC(F)(F)F (5-bromo-6-(2,2,2-trifluoroethoxy)-3-pyridinecarboxylic acid methyl ester), C1(=CCCC1)B1OC(C(O1)(C)C)(C)C (2-(1-cyclopenten-1-yl)-4,4,5,5-tetramethyl-1,3,2-dioxaborolane). The product is COC(=O)C=1C=NC(=C(C1)C1=CCCC1)OCC(F)(F)F (5-Cyclopent-1-enyl-6-(2,2,2-trifluoro-ethoxy)-3-pyridinecarboxylic acid methyl ester). RXN SMILES: [CH3:1][O:2][C:3]([C:5]1[CH:6]=[N:7][C:8]([O:12][CH2:13][C:14]([F:17])([F:16])[F:15])=[C:9](Br)[CH:10]=1)=[O:4].[C:18]1(B2OC(C)(C)C(C)(C)O2)[CH2:22][CH2:21][CH2:20][CH:19]=1>>[CH3:1][O:2][C:3]([C:5]1[CH:6]=[N:7][C:8]([O:12][CH2:13][C:14]([F:17])([F:16])[F:15])=[C:9]([C:18]2[CH2:22][CH2:21][CH2:20][CH:19]=2)[CH:10]=1)=[O:4]. Procedure details: The title compound was synthesized in analogy to Example 12a using 5-bromo-6-(2,2,2-trifluoroethoxy)-3-pyridinecarboxylic acid methyl ester (CAN 1211589-51-3) and 2-(1-cyclopenten-1-yl)-4,4,5,5-tetramethyl-1,3,2-dioxaborolane (CAN 287944-10-9) as starting materials; MS (EI) 302.0 (M+H)+.